The task is: describe an organic reaction: reactants, conditions, products, and yield. This data is from the Open Reaction Database (ORD), a public repository of structured organic reaction records. Starting materials: COC=1C=C(C=CC1)CCCCC1=C(C=CC=C1)O (2-[4-(3-methoxyphenyl)butyl]phenol), CC(C)([O-])C.[K+] (potassium t-butoxide), C(Br)C1CO1 (epibromohydrin). Solvent: CC(=O)N(C)C (dimethylacetamide). The product is COC=1C=C(C=CC1)CCCCC1=C(OCC2OC2)C=CC=C1 (2-{2-[4-(3-Methoxyphenyl)butyl]phenoxymethyl}oxirane). Yield: 90.0%. As a reaction SMILES: [CH3:1][O:2][C:3]1[CH:4]=[C:5]([CH2:9][CH2:10][CH2:11][CH2:12][C:13]2[CH:18]=[CH:17][CH:16]=[CH:15][C:14]=2[OH:19])[CH:6]=[CH:7][CH:8]=1.[CH3:20][C:21](C)([O-:23])[CH3:22].[K+].C(C1OC1)Br>CC(N(C)C)=O>[CH3:1][O:2][C:3]1[CH:4]=[C:5]([CH2:9][CH2:10][CH2:11][CH2:12][C:13]2[CH:18]=[CH:17][CH:16]=[CH:15][C:14]=2[O:19][CH2:20][CH:21]2[CH2:22][O:23]2)[CH:6]=[CH:7][CH:8]=1 |f:1.2|. Procedure: Following a procedure similar to that described in Example 1(a), 3.40 g of 2-[4-(3-methoxyphenyl)butyl]phenol (prepared as described in Preparation 7), 1.5 g of potassium t-butoxide and 3.63 9 of epibromohydrin were reacted in 70 ml of dimethylacetamide. The crude product, extracted as described in Example 1(a), was purified as described in Example 1(a), to give 3.73 g (yield 90%) of the title compound as a colorless oil.